Dataset: the Open Reaction Database (ORD), a public repository of structured organic reaction records. Task: describe an organic reaction: reactants, conditions, products, and yield The reactants are CC=1C=C(C=CC1C)S (3,4-dimethylbenzenethiol), C=C(C#N)CCC#N (2-methyleneglutaronitrile). The solvent is C(C)O (ethanol), C(C)O (ethanol). Yields the product CC=1C=C(C=CC1C)SCC(C#N)CCC#N (2-(3,4-dimethylphenylthiomethyl)glutaronitrile). As a reaction SMILES: [CH3:1][C:2]1[CH:3]=[C:4]([SH:9])[CH:5]=[CH:6][C:7]=1[CH3:8].[CH2:10]=[C:11]([CH2:14][CH2:15][C:16]#[N:17])[C:12]#[N:13]>C(O)C>[CH3:1][C:2]1[CH:3]=[C:4]([S:9][CH2:10][CH:11]([CH2:14][CH2:15][C:16]#[N:17])[C:12]#[N:13])[CH:5]=[CH:6][C:7]=1[CH3:8]. Procedure details: A mixture of 3,4-dimethylbenzenethiol (0.59 ml), 2-methyleneglutaronitrile (0.48 ml), ethanol (10 ml), and triton B (40% ethanol solution, 5 drops) was refluxed for 5 hours. After the reaction mixture was concentrated in vacuo, the resulting residue was dissolved in chloroform, washed with water, and dried over MgSO4. The solvent was evaporated at reduced pressure, and the residue was purified by flash column chromatography on silica by eluting with benzene/ethyl acetate (7:1) to give 1.18 g of ...